This data is from the Open Reaction Database (ORD), a public repository of structured organic reaction records. The task is: describe an organic reaction: reactants, conditions, products, and yield Reactants: CN1C(COC2=C1C=CC=C2C(=O)O)=O (4-methyl-3-oxo-3,4-dihydro-2H-benzo[1,4]oxazine-8-carboxylic acid), acid chloride, BrC1=CC(=C(C=C1)CBr)Cl (4-bromo-1-bromomethyl-2-chloro-benzene). The reagents and catalysts are [Zn] (zinc), C=1C=CC(=CC1)[P](C=2C=CC=CC2)(C=3C=CC=CC3)[Pd]([P](C=4C=CC=CC4)(C=5C=CC=CC5)C=6C=CC=CC6)([P](C=7C=CC=CC7)(C=8C=CC=CC8)C=9C=CC=CC9)[P](C=1C=CC=CC1)(C=1C=CC=CC1)C=1C=CC=CC1 (tetrakis(triphenylphosphine)palladium(0)). Yields the product BrC1=CC(=C(C=C1)CC(=O)C1=CC=CC=2N(C(COC21)=O)C)Cl (8-[2-(4-Bromo-2-chloro-phenyl)-acetyl]-4-methyl-4H-benzo[1,4]oxazin-3-one). Reaction SMILES: [CH3:1][N:2]1[C:7]2[CH:8]=[CH:9][CH:10]=[C:11]([C:12]([OH:14])=O)[C:6]=2[O:5][CH2:4][C:3]1=[O:15].[Br:16][C:17]1[CH:22]=[CH:21][C:20]([CH2:23]Br)=[C:19]([Cl:25])[CH:18]=1>[Zn].C1C=CC([P]([Pd]([P](C2C=CC=CC=2)(C2C=CC=CC=2)C2C=CC=CC=2)([P](C2C=CC=CC=2)(C2C=CC=CC=2)C2C=CC=CC=2)[P](C2C=CC=CC=2)(C2C=CC=CC=2)C2C=CC=CC=2)(C2C=CC=CC=2)C2C=CC=CC=2)=CC=1>[Br:16][C:17]1[CH:22]=[CH:21][C:20]([CH2:23][C:12]([C:11]2[C:6]3[O:5][CH2:4][C:3](=[O:15])[N:2]([CH3:1])[C:7]=3[CH:8]=[CH:9][CH:10]=2)=[O:14])=[C:19]([Cl:25])[CH:18]=1 |^1:30,32,51,70|. Procedure: In analogy to Example 49, step 1, 4-methyl-3-oxo-3,4-dihydro-2H-benzo[1,4]oxazine-8-carboxylic acid (CAS Reg. No. 1017273-27-6) was converted to the acid chloride and subsequently reacted with 4-bromo-1-bromomethyl-2-chloro-benzene in the presence of zinc and tetrakis(triphenylphosphine)palladium(0) to give the title compound as a colorless solid. MS (m/e, ISP neg. ion)=392.1 [M−H+]. The reactants are S(=S)(=O)([O-])[O-].[Na+].[Na+] (sodium thiosulfate), C(CCC)OCCOC1=CC=C(C=C1)C=1C=CC2=C(C=C(CCN2CC(C)C)C(=O)NC2=CC=C(C=C2)SCC2=NN=C(N2CCC)SC)C1 (7-[4-(2-butoxyethoxy)phenyl]-1-isobutyl-N-[4-(5-methylthio-4-propyl-4H-1,2,4-triazol-3-ylmethylthio)phenyl]-2,3-dihydro-1H-benzazepine-4-carboxamide), ClC1=CC(=CC=C1)C(=O)OO (3-chloroperbenzoic acid). Solvent: ClCCl (dichloromethane), ClCCl (dichloromethane). Reaction conditions: temperature -78 celsius, time 1 hour. Product: C(CCC)OCCOC1=CC=C(C=C1)C=1C=CC2=C(C=C(CCN2CC(C)C)C(=O)NC2=CC=C(C=C2)S(=O)CC2=NN=C(N2CCC)SC)C1 (7-[4-(2-butoxyethoxy)phenyl]-1-isobutyl-N-[4-(5-methylthio-4-propyl-4H-1,2,4-triazol-3-ylmethylsulfinyl)phenyl]-2,3-dihydro-1H-benzazepine-4-carboxamide). The yield is 75.5%. Reaction SMILES: [CH2:1]([O:5][CH2:6][CH2:7][O:8][C:9]1[CH:14]=[CH:13][C:12]([C:15]2[CH:16]=[CH:17][C:18]3[N:24]([CH2:25][CH:26]([CH3:28])[CH3:27])[CH2:23][CH2:22][C:21]([C:29]([NH:31][C:32]4[CH:37]=[CH:36][C:35]([S:38][CH2:39][C:40]5[N:44]([CH2:45][CH2:46][CH3:47])[C:43]([S:48][CH3:49])=[N:42][N:41]=5)=[CH:34][CH:33]=4)=[O:30])=[CH:20][C:19]=3[CH:50]=2)=[CH:11][CH:10]=1)[CH2:2][CH2:3][CH3:4].ClC1C=CC=C(C(OO)=[O:59])C=1.S([O-])([O-])(=O)=S.[Na+].[Na+]>ClCCl>[CH2:1]([O:5][CH2:6][CH2:7][O:8][C:9]1[CH:10]=[CH:11][C:12]([C:15]2[CH:16]=[CH:17][C:18]3[N:24]([CH2:25][CH:26]([CH3:27])[CH3:28])[CH2:23][CH2:22][C:21]([C:29]([NH:31][C:32]4[CH:33]=[CH:34][C:35]([S:38]([CH2:39][C:40]5[N:44]([CH2:45][CH2:46][CH3:47])[C:43]([S:48][CH3:49])=[N:42][N:41]=5)=[O:59])=[CH:36][CH:37]=4)=[O:30])=[CH:20][C:19]=3[CH:50]=2)=[CH:13][CH:14]=1)[CH2:2][CH2:3][CH3:4] |f:2.3.4|. Reported procedure: To a solution of 7-[4-(2-butoxyethoxy)phenyl]-1-isobutyl-N-[4-(5-methylthio-4-propyl-4H-1,2,4-triazol-3-ylmethylthio)phenyl]-2,3-dihydro-1H-benzazepine-4-carboxamide (0.80 g) in dichloromethane (10 ml) was added dropwise a solution of 3-chloroperbenzoic acid (70%, 0.41 g) in dichloromethane (10 ml) at −78° C., and the mixture was stirred for 1 hour at −78° C. To the reaction solution was added sodium thiosulfate solution at room temperature and the mixture was stirred for several minutes. The mi... Reactants: O=C1C(C2=NS(=O)(=O)c3cc(Br)cnc3N2)=C(O)C2C3CCC(C3)C2N1Cc1ccc(F)cc1, CS(N)(=O)=O, CS(C)=O, CCOC(C)=O, [Cl-], ClCCl, I[Cu]I, [K+], [K+], [K+], [NH4+], O=C(O)C1CCCN1, O=P([O-])([O-])[O-]. Product: CS(=O)(=O)Nc1cnc2c(c1)S(=O)(=O)N=C(C1=C(O)C3C4CCC(C4)C3N(Cc3ccc(F)cc3)C1=O)N2. Reaction SMILES: [Br:22][c:23]1[cH:24][c:25]2[c:26]([n:54][cH:55]1)[NH:27][C:28]([C:33]1=[C:42]([OH:43])[CH:41]3[CH:36]([N:35]([CH2:45][c:46]4[cH:47][cH:48][c:49]([F:52])[cH:50][cH:51]4)[C:34]1=[O:53])[CH:37]1[CH2:38][CH2:39][CH:40]3[CH2:44]1)=[N:29][S:30]2(=[O:31])=[O:32].[CH3:1][S:2](=[O:3])(=[O:4])[NH2:5].[CH3:58][S:59]([CH3:60])=[O:61].[CH3:68][CH2:69][O:70][C:71](=[O:72])[CH3:73].[Cl-:56].[Cl:62][CH2:63][Cl:64].[Cu:65]([I:66])[I:67].[K+:11].[K+:12].[K+:13].[NH4+:57].[OH:14][C:15]([CH:16]1[NH:17][CH2:18][CH2:19][CH2:20]1)=[O:21].[P:6]([O-:7])([O-:8])([O-:9])=[O:10]>>[CH3:1][S:2](=[O:3])(=[O:4])[NH:5][c:23]1[cH:24][c:25]2[c:26]([n:54][cH:55]1)[NH:27][C:28]([C:33]1=[C:42]([OH:43])[CH:41]3[CH:36]([N:35]([CH2:45][c:46]4[cH:47][cH:48][c:49]([F:52])[cH:50][cH:51]4)[C:34]1=[O:53])[CH:37]1[CH2:38][CH2:39][CH:40]3[CH2:44]1)=[N:29][S:30]2(=[O:31])=[O:32]. The reactants are ClC=1C=C(C#N)C=C(C1)OC1=C(C=CC=2NC=NC21)Cl (3-chloro-5-[(5-chloro-1H-benzimidazol-4-yl)oxy]benzonitrile), BrCC1=NN(C2=NC=CC=C21)C(=O)OC(C)(C)C (tert-butyl 3-(bromomethyl)-1H-pyrazolo[3,4-b]pyridine-1-carboxylate), C([O-])([O-])=O.[Cs+].[Cs+] (cesium carbonate). The solvent is O (water), CN(C)C=O (DMF). Conditions: time 2.25 hour. Product: Cl.Cl.ClC=1C=C(C#N)C=C(C1)OC1=C(C=CC=2N(C=NC21)CC2=NNC1=NC=CC=C12)Cl (3-chloro-5-{[5-chloro-1-(1H-pyrazolo[3,4-b]pyridin-3-ylmethyl)-1H-benzimidazol-4-yl]oxy}benzonitrile dihydrochloride). RXN SMILES: [Cl:1][C:2]1[CH:3]=[C:4]([CH:7]=[C:8]([O:10][C:11]2[C:19]3[N:18]=[CH:17][NH:16][C:15]=3[CH:14]=[CH:13][C:12]=2[Cl:20])[CH:9]=1)[C:5]#[N:6].Br[CH2:22][C:23]1[C:31]2[C:26](=[N:27][CH:28]=[CH:29][CH:30]=2)[N:25](C(OC(C)(C)C)=O)[N:24]=1.C(=O)([O-])[O-].[Cs+].[Cs+]>CN(C=O)C.O>[ClH:1].[ClH:1].[Cl:1][C:2]1[CH:3]=[C:4]([CH:7]=[C:8]([O:10][C:11]2[C:19]3[N:18]=[CH:17][N:16]([CH2:22][C:23]4[C:31]5[C:26](=[N:27][CH:28]=[CH:29][CH:30]=5)[NH:25][N:24]=4)[C:15]=3[CH:14]=[CH:13][C:12]=2[Cl:20])[CH:9]=1)[C:5]#[N:6] |f:2.3.4,7.8.9|. Reported procedure: To a suspension of 3-chloro-5-[(5-chloro-1H-benzimidazol-4-yl)oxy]benzonitrile (101 mg, 0.332 mmol) and tert-butyl 3-(bromomethyl)-1H-pyrazolo[3,4-b]pyridine-1-carboxylate (104 mg, 0.332 mmol) in DMF (1 mL) was added cesium carbonate (216 mg, 0.664 mmol) and the suspension was stirred at room temperature for 2.25 hours. This mixture was diluted with water (10 mL) and extracted with ethyl acetate (2×12 mL). The combined extracts were washed with water, dried over MgSO4, filtered and evaporated in... The reactants are N1(N=NC=C1)CCCCC1=CC=C(C=C1)O (4-(4-[1,2,3]triazol-1-yl-butyl)phenol), [H-].[Na+] (sodium hydride), O (water), ClCC=1C=NC=C(C1)C1=CC=C(C=C1)OC(F)(F)F (3-Chloromethyl-5-(4-trifluoromethoxy-phenyl)-pyridine). Solvent: CN(C=O)C (N,N-dimethylformamide). Run at temperature 0 celsius, time 30 minute. Product: N1(N=NC=C1)CCCCC1=CC=C(OCC=2C=NC=C(C2)C2=CC=C(C=C2)OC(F)(F)F)C=C1 (3-[4-(4-[1,2,3]Triazol-1-yl-butyl)-phenoxymethyl]-5-(4-trifluoromethoxy-phenyl)-pyridine). The yield is 49.8%. As a reaction SMILES: [N:1]1([CH2:6][CH2:7][CH2:8][CH2:9][C:10]2[CH:15]=[CH:14][C:13]([OH:16])=[CH:12][CH:11]=2)[CH:5]=[CH:4][N:3]=[N:2]1.[H-].[Na+].Cl[CH2:20][C:21]1[CH:22]=[N:23][CH:24]=[C:25]([C:27]2[CH:32]=[CH:31][C:30]([O:33][C:34]([F:37])([F:36])[F:35])=[CH:29][CH:28]=2)[CH:26]=1.O>CN(C)C=O>[N:1]1([CH2:6][CH2:7][CH2:8][CH2:9][C:10]2[CH:11]=[CH:12][C:13]([O:16][CH2:20][C:21]3[CH:22]=[N:23][CH:24]=[C:25]([C:27]4[CH:28]=[CH:29][C:30]([O:33][C:34]([F:37])([F:35])[F:36])=[CH:31][CH:32]=4)[CH:26]=3)=[CH:14][CH:15]=2)[CH:5]=[CH:4][N:3]=[N:2]1 |f:1.2|. Procedure: A solution of 56 mg (0.24 mmol) 4-(4-[1,2,3]triazol-1-yl-butyl)phenol in 4.0 ml N,N-dimethylformamide was treated at 0° C. with 10 mg (0.24 mmol) of 60% sodium hydride and stirred at 0° C. for 30 min. Then 74 mg (0.24 mmol) 3-Chloromethyl-5-(4-trifluoromethoxy-phenyl)-pyridine were added and stirred continued at r.t. over night. After addition of 8 ml water, the precipitate was isolated, washed thoroughly with water, n-heptane and diisopropylether. The residue was dried at 40° C. to give 56 mg (... The product is NC=1C(=NC=CC1)C1CCC(CC1)N1CC(C1)NC(=O)CNC(C1=CC(=CC=C1)C(F)(F)F)=O (N-({1-[4-(3-Amino-pyridin-2-yl)-cyclohexyl]-azetidin-3-ylcarbamoyl}-methyl)-3-trifluoromethyl-benzamide). Starting materials: FC(C(=O)NC=1C(=NC=CC1)C1CCC(CC1)N1CC(C1)NC(=O)CNC(C1=CC(=CC=C1)C(F)(F)F)=O)(F)F (N-[(1-{-4-[3-(2,2,2-Trifluoro-acetylamino)-pyridin-2-yl]-cyclohexyl}-azetidin-3-ylcarbamoyl)-methyl]-3-trifluoromethyl-benzamide), C([O-])([O-])=O.[K+].[K+] (potassium carbonate). Reaction SMILES: FC(F)(F)C([NH:5][C:6]1[C:7]([CH:12]2[CH2:17][CH2:16][CH:15]([N:18]3[CH2:21][CH:20]([NH:22][C:23]([CH2:25][NH:26][C:27](=[O:38])[C:28]4[CH:33]=[CH:32][CH:31]=[C:30]([C:34]([F:37])([F:36])[F:35])[CH:29]=4)=[O:24])[CH2:19]3)[CH2:14][CH2:13]2)=[N:8][CH:9]=[CH:10][CH:11]=1)=O.C(=O)([O-])[O-].[K+].[K+]>CO.O>[NH2:5][C:6]1[C:7]([CH:12]2[CH2:13][CH2:14][CH:15]([N:18]3[CH2:21][CH:20]([NH:22][C:23]([CH2:25][NH:26][C:27](=[O:38])[C:28]4[CH:33]=[CH:32][CH:31]=[C:30]([C:34]([F:37])([F:36])[F:35])[CH:29]=4)=[O:24])[CH2:19]3)[CH2:16][CH2:17]2)=[N:8][CH:9]=[CH:10][CH:11]=1 |f:1.2.3|. Run at time 5 day. Procedure: N-[(1-{4-[3-(2,2,2-Trifluoro-acetylamino)-pyridin-2-yl]-cyclohexyl}-azetidin-3-ylcarbamoyl)-methyl]-3-trifluoromethyl-benzamide (0.042 g, 0.073 mmol, as prepared in Example 17: Step B) was dissolved in methanol (3 mL), treated with a solution of powdered potassium carbonate (1.103, 0.730 mmol) in water (3 mL), and stirred at ambient temperature for 5 d, then heated to 70° C. under reflux condenser for 18 h. After removing the methanol in vacuo, the reaction was diluted with water and extracted t... Solvent: CO (methanol), O (water). Reactants: ClCCCOC1=CC=C(C=C1)[N+](=O)[O-] (1-(3-chloropropoxy)-4-nitrobenzene), C(C)NCC (diethylamine). The solvent is C(C)#N (acetonitrile). Yields the product Cl.C(C)N(CCCOC1=CC=C(C=C1)[N+](=O)[O-])CC (N,N-Diethyl-3-(4-nitrophenoxy)propanamine hydrochloride). Reaction SMILES: [Cl:1][CH2:2][CH2:3][CH2:4][O:5][C:6]1[CH:11]=[CH:10][C:9]([N+:12]([O-:14])=[O:13])=[CH:8][CH:7]=1.[CH2:15]([NH:17][CH2:18][CH3:19])[CH3:16]>C(#N)C>[ClH:1].[CH2:15]([N:17]([CH2:18][CH3:19])[CH2:2][CH2:3][CH2:4][O:5][C:6]1[CH:11]=[CH:10][C:9]([N+:12]([O-:14])=[O:13])=[CH:8][CH:7]=1)[CH3:16] |f:3.4|. Procedure details: Heat 19.41 g (0.09 mol) of 1-(3-chloropropoxy)-4-nitrobenzene and 50 mL (0.48 mol) of diethylamine in 100 mL of acetonitrile at 45°-50° C. Follow the progress of the reaction by thin-layer chromatography on silica gel (acetonitrile:ammonium hydroxide, 95:5). At the completion of the reaction remove the solvent in vacuo. Dissolve the residue in 100 mL of H2O and make the mixture acidic (pH=1) with concentrated hydrochloric acid. Extract the acidic solution with 3×100 mL of diethyl ether. Neutrali...